The task is: describe an organic reaction: reactants, conditions, products, and yield. This data is from the Open Reaction Database (ORD), a public repository of structured organic reaction records. Yields the product N#Cc1ccc(C(C=Cc2ccc(F)cc2)n2cncn2)cc1. Reactants: N#Cc1ccc(C(CC(O)c2ccc(F)cc2)n2cncn2)cc1, N#Cc1ccc(C(C=Cc2ccc(F)cc2)n2cncn2)cc1, CO, [K+], O=S(=O)([O-])O. As a reaction SMILES: [C:1](#[N:2])[c:3]1[cH:4][cH:5][c:6]([CH:9]([CH2:10][CH:11]([OH:12])[c:13]2[cH:14][cH:15][c:16]([F:19])[cH:17][cH:18]2)[n:20]2[n:21][cH:22][n:23][cH:24]2)[cH:7][cH:8]1.[C:25]([c:26]1[cH:27][cH:28][c:29]([CH:30]([n:31]2[cH:32][n:33][cH:34][n:35]2)[CH:36]=[CH:37][c:38]2[cH:39][cH:40][c:41]([F:42])[cH:43][cH:44]2)[cH:45][cH:46]1)#[N:47].[CH3:54][OH:55].[K+:53].[S:48]([O-:49])([OH:50])(=[O:51])=[O:52]>>[C:1](#[N:2])[c:3]1[cH:4][cH:5][c:6]([CH:9]([CH:10]=[CH:11][c:13]2[cH:14][cH:15][c:16]([F:19])[cH:17][cH:18]2)[n:20]2[n:21][cH:22][n:23][cH:24]2)[cH:7][cH:8]1. Reactants: [OH-].[Na+] (sodium hydroxide), OC=1C(=NC=2C(=C3N=C(C(=NC3=CC2)C)C)N1)O (2,3-dihydroxy-8,9-dimethylpyrazino(2,3-f)quinoxaline), ice water, [N+](=O)([O-])[O-].[K+] (potassium nitrate). Run in S(O)(O)(=O)=O (sulfuric acid). Run at time 24 hour. Product: OC=1C(=NC=2C(=C3N=C(C(=NC3=C(C2)[N+](=O)[O-])C)C)N1)O (2,3-dihydroxy-8,9-dimethyl-6-nitropyrazino(2,3-f)quinoxaline). Isolated yield 33.0%. RXN SMILES: [OH:1][C:2]1[C:3]([OH:18])=[N:4][C:5]2[C:6]([N:17]=1)=[C:7]1[C:12](=[CH:13][CH:14]=2)[N:11]=[C:10]([CH3:15])[C:9]([CH3:16])=[N:8]1.[N+:19]([O-])([O-:21])=[O:20].[K+].[OH-].[Na+]>S(=O)(=O)(O)O>[OH:1][C:2]1[C:3]([OH:18])=[N:4][C:5]2[C:6]([N:17]=1)=[C:7]1[C:12](=[C:13]([N+:19]([O-:21])=[O:20])[CH:14]=2)[N:11]=[C:10]([CH3:15])[C:9]([CH3:16])=[N:8]1 |f:1.2,3.4|. Procedure details: To a solution of 0,45 g (1,9 mmol) 2,3-dihydroxy-8,9-dimethylpyrazino(2,3-f)quinoxaline in 30 ml concentrated sulfuric acid was added at 0° C. 384 mg (3,8 mmol) potassium nitrate. Stirring was continued at 0° C. for 30 min. and at 25° C. for 24 h. The reaction mixture was poured into 150 ml ice-water. The solution was added 10N sodium hydroxide to pH 7, and then extracted with ethyl acetate (5×100 ml). The combined and dried ethyl acetate phases were evaporated to give 0,18 g (33%) 2,3-dihydroxy...